Dataset: the Open Reaction Database (ORD), a public repository of structured organic reaction records. Task: describe an organic reaction: reactants, conditions, products, and yield Conditions: temperature 0 celsius, time 5 minute. The reactants are FC1=C(C=CC(=C1)F)O (2,4-difluorophenol), FC1=C(OC=2C(OC(C2C2=CC=C(C=C2)S(=O)(=O)C)(C)C)=O)C=CC(=C1)F (3-(2,4-Difluorophenoxy)-5,5-dimethyl-4-(4-(methylsulfonyl)phenyl)-5H-furan-2-one). Yields the product CC(C(=O)C1=CC=C(C=C1)S(=O)(=O)C)(C)OC(COC1=C(C=C(C=C1)F)F)=O (2-(2,4-Difluorophenoxy)acetic acid 2-methyl-1-(4-(methylsulfonyl)phenyl)propan-1-one-2-yl ester). Run in ClCCl (Dichloromethane). Reported procedure: Sodium hydride, 60% dispersion (66 mg, 1.66 mmol), was rinsed with hexane, suspended in 7 mL of DMF and cooled to 0° C. To this suspension was added 2,4-difluorophenol (170μL, 1.79 mmol). After 5 minutes at 0° C., 2-bromoacetic acid 2-methyl-1-(4-(methylsulfonyl)phenyl)propan-1-one ester (Step 1) (233 mg, 1.79 mmol) was added and the reaction mixture was stirred for 30 minutes. Dichloromethane was added and the mixture was washed with 1N HCl and the organic solvent was evaporated under vacuum. T... Reaction SMILES: FC1C=C(F)C=CC=1[OH:9].[F:10][C:11]1[CH:35]=[C:34]([F:36])[CH:33]=[CH:32][C:12]=1[O:13][C:14]1[C:15](=[O:31])[O:16][C:17]([CH3:30])([CH3:29])[C:18]=1[C:19]1[CH:24]=[CH:23][C:22]([S:25]([CH3:28])(=[O:27])=[O:26])=[CH:21][CH:20]=1>ClCCl>[CH3:29][C:17]([O:16][C:15](=[O:31])[CH2:14][O:13][C:12]1[CH:32]=[CH:33][C:34]([F:36])=[CH:35][C:11]=1[F:10])([CH3:30])[C:18]([C:19]1[CH:24]=[CH:23][C:22]([S:25]([CH3:28])(=[O:27])=[O:26])=[CH:21][CH:20]=1)=[O:9]. Reactants: CC=1SC(=C(C1C(=O)NC1(CC1)C1=CC=C(C(=O)OC)C=C1)CC1=CC=C(C=C1)C(F)(F)F)C (methyl 4-{1-[({2,5-dimethyl-4-[4-(trifluoromethyl)benzyl]-3-thienyl}carbonyl)amino]cyclopropyl}benzoate). The solvent is CCO.CCCCCC (EtOH hexane). Product: CC=1SC(=C(C1C(=O)NC1(CC1)C1=CC=C(C(=O)O)C=C1)CC1=CC=C(C=C1)C(F)(F)F)C (4-{1-[({2,5-dimethyl-4-[4-(trifluoromethyl)benzyl]-3-thienyl}carbonyl)amino]cyclopropyl}benzoic acid). Reaction SMILES: [CH3:1][C:2]1[S:3][C:4]([CH3:34])=[C:5]([CH2:23][C:24]2[CH:29]=[CH:28][C:27]([C:30]([F:33])([F:32])[F:31])=[CH:26][CH:25]=2)[C:6]=1[C:7]([NH:9][C:10]1([C:13]2[CH:22]=[CH:21][C:16]([C:17]([O:19]C)=[O:18])=[CH:15][CH:14]=2)[CH2:12][CH2:11]1)=[O:8]>CCO.CCCCCC>[CH3:1][C:2]1[S:3][C:4]([CH3:34])=[C:5]([CH2:23][C:24]2[CH:25]=[CH:26][C:27]([C:30]([F:32])([F:31])[F:33])=[CH:28][CH:29]=2)[C:6]=1[C:7]([NH:9][C:10]1([C:13]2[CH:22]=[CH:21][C:16]([C:17]([OH:19])=[O:18])=[CH:15][CH:14]=2)[CH2:12][CH2:11]1)=[O:8] |f:1.2|. Procedure: Methyl 4-{1-[({2,5-dimethyl-4-[4-(trifluoromethyl)benzyl]-3-thienyl}carbonyl)amino]cyclopropyl}benzoate from Example 16, Step 3 (172 mg, 0.353 mmol) was reacted under conditions similar to Example 1, Step 11. The crude solid was swished in 10:90 EtOH/hexane and the suspension was filtered. The resulting solid was rinsed with 10:90 EtOH/hexane, then hexane and dried to afford the desired product as a white solid. MS (−ESI): m/z 472 (M−1)−. Reactants: FC1(OC2=C(O1)C=CC=C2)F (2,2-Difluoro-1,3-benzodioxole), OO (H2O2), [OH-].[Na+] (NaOH), COB(OC)OC (Trimethylborate), [Li]C(C)CC (sec-BuLi). The product is FC1(OC2=C(O1)C=CC=C2O)F (2,2-difluoro-1,3-benzodioxol-4-ol). The yield is 95.3%. Reaction conditions: temperature -78 celsius, time 2 hour. Solvent: C1CCOC1 (THF), C1CCCCC1 (cyclohexane), C1CCCCC1 (cyclohexane). As a reaction SMILES: [F:1][C:2]1([F:11])[O:6][C:5]2[CH:7]=[CH:8][CH:9]=[CH:10][C:4]=2[O:3]1.[Li]C(CC)C.C[O:18]B(OC)OC.OO.[OH-].[Na+]>C1COCC1.C1CCCCC1>[F:11][C:2]1([F:1])[O:3][C:4]2[CH:10]=[CH:9][CH:8]=[C:7]([OH:18])[C:5]=2[O:6]1 |f:4.5|. Procedure: 2,2-Difluoro-1,3-benzodioxole (320 mg, 2.05 mmol) was dissolved in THF (2.5 mL) and cyclohexane (1.2 mL) and the resulting solution cooled down to −78° C. sec-BuLi 2M solution in cyclohexane (1.025 ml, 2.05 mmol) was added drop wise and the reaction mixture stirred for 2 hours at −78° C. Trimethylborate (230 mg, 2.25 mmol) was added and the mixture was allowed to warm slowly to room temperature. A 30% w/w aqueous solution of H2O2 (4.1 mmol) and NaOH (82 mg, 2.05 mmol) were added and the reaction... Starting materials: [Al+3], CC(C)(C)OC(=O)N1CCN(C(C#N)c2ccccc2F)CC1, C1CCOC1, [H-], [H-], [H-], [H-], [Li+], [Na+], [OH-], O. Yields the product CC(C)(C)OC(=O)N1CCN(C(CN)c2ccccc2F)CC1. As a reaction SMILES: [Al+3:2].[C:7]([CH3:8])([CH3:9])([CH3:10])[O:11][C:12](=[O:13])[N:14]1[CH2:15][CH2:16][N:17]([CH:20]([c:21]2[c:22]([F:27])[cH:23][cH:24][cH:25][cH:26]2)[C:28]#[N:29])[CH2:18][CH2:19]1.[CH2:33]1[O:34][CH2:35][CH2:36][CH2:37]1.[H-:1].[H-:4].[H-:5].[H-:6].[Li+:3].[Na+:32].[OH-:31].[OH2:30]>>[C:7]([CH3:8])([CH3:9])([CH3:10])[O:11][C:12](=[O:13])[N:14]1[CH2:15][CH2:16][N:17]([CH:20]([c:21]2[c:22]([F:27])[cH:23][cH:24][cH:25][cH:26]2)[CH2:28][NH2:29])[CH2:18][CH2:19]1.